From a dataset of the Open Reaction Database (ORD), a public repository of structured organic reaction records. describe an organic reaction: reactants, conditions, products, and yield The reactants are [Li]CCCC (n-BuLi), CCOC(=O)C (EtOAc), COP(OC)(=O)C (Dimethylmethylphosphonate), ( C ), C(C)(C)(C)OC(=O)N1C(OC[C@H]1C(=O)[O-])(C)C ((S)-3-(tert-butoxycarbonyl)-2,2-dimethyl-4oxazolidine carboxylate). The solvent is C1CCOC1 (THF), hexanes, C1CCOC1 (THF), CCO (EtOH). Reaction conditions: temperature -75 celsius. Yields the product C(C)(C)(C)OC(=O)N1C(OC[C@H]1C(CP(=O)(OC)OC)=O)(C)C ((S)-3-(tert-butoxycarbonyl)-4-(2-(dimethoxyphosphoryl)-1-oxo-ethyl)-2,2-dimethyloxazolidine). The yield is 70.0%. Reaction SMILES: [CH3:1][O:2][P:3]([CH3:7])(=[O:6])[O:4][CH3:5].[Li]CCCC.[C:13]([O:17][C:18]([N:20]1[C@H:24]([C:25]([O-])=[O:26])[CH2:23][O:22][C:21]1([CH3:29])[CH3:28])=[O:19])([CH3:16])([CH3:15])[CH3:14].CCOC(C)=O>C1COCC1.CCO>[C:13]([O:17][C:18]([N:20]1[C@H:24]([C:25](=[O:26])[CH2:7][P:3]([O:4][CH3:5])([O:2][CH3:1])=[O:6])[CH2:23][O:22][C:21]1([CH3:29])[CH3:28])=[O:19])([CH3:16])([CH3:15])[CH3:14]. Procedure: Dimethylmethylphosphonate (2.3 ml, 21 mmol, 210 mol-%) was dissolved in 10 ml of THF and cooled to -85° C. (internal temp. -75° C.). To this solution was added 14 ml (1.6M, 21 mmol, 210 mol-%) of n-BuLi in hexanes. The reaction mixture was allowed to warm to -25° C. for 1 hour and then cooled back to -85° C. (internal temp. <-75° C.) after which 2.6 g (10 mmol, 100 ml-%) of methyl ((S)-3-(tert-butoxycarbonyl)-2,2-dimethyl-4oxazolidine carboxylate was dissolved in 5 ml of THF and cooled to -85° C...